This data is from the Open Reaction Database (ORD), a public repository of structured organic reaction records. The task is: describe an organic reaction: reactants, conditions, products, and yield Starting materials: CCCCCC, Cc1ccccc1, O=C=Nc1ccccc1[N+](=O)[O-], Nc1ccccc1. The product is O=C(Nc1ccccc1)Nc1ccccc1[N+](=O)[O-]. As a reaction SMILES: [CH3:20][CH2:21][CH2:22][CH2:23][CH2:24][CH3:25].[CH3:26][c:27]1[cH:28][cH:29][cH:30][cH:31][cH:32]1.[N+:1](=[O:2])([O-:3])[c:4]1[c:5]([N:10]=[C:11]=[O:12])[cH:6][cH:7][cH:8][cH:9]1.[NH2:13][c:14]1[cH:15][cH:16][cH:17][cH:18][cH:19]1>>[N+:1](=[O:2])([O-:3])[c:4]1[c:5]([NH:10][C:11](=[O:12])[NH:13][c:14]2[cH:15][cH:16][cH:17][cH:18][cH:19]2)[cH:6][cH:7][cH:8][cH:9]1. Starting materials: ClC1=NC=CC(=C1)C=1OC2=C(N1)C=C(C=C2)C(F)(F)F (2-(2-chloropyridin-4-yl)-5-(trifluoromethyl)benzoxazole), C(Cl)(Cl)Cl (chloroform), ClC1=CC(=CC=C1)C(=O)OO (m-chloroperbenzoic acid), ClC1=CC(=CC=C1)C(=O)OO (m-chloroperbenzoic acid), C(Cl)(Cl)Cl (chloroform). Solvent: C(C)(=O)OCC (ethyl acetate). Conditions: temperature 50 celsius. Product: ClC1=[N+](C=CC(=C1)C=1OC2=C(N1)C=C(C=C2)C(F)(F)F)[O-] (2-chloro-4-[5-(trifluoromethyl)benzoxazole-2-yl]pyridine N-oxide). Yield: 90.2%. As a reaction SMILES: [Cl:1][C:2]1[CH:7]=[C:6]([C:8]2[O:9][C:10]3[CH:16]=[CH:15][C:14]([C:17]([F:20])([F:19])[F:18])=[CH:13][C:11]=3[N:12]=2)[CH:5]=[CH:4][N:3]=1.C(Cl)(Cl)Cl.ClC1C=CC=C(C(OO)=[O:33])C=1>C(OCC)(=O)C>[Cl:1][C:2]1[CH:7]=[C:6]([C:8]2[O:9][C:10]3[CH:16]=[CH:15][C:14]([C:17]([F:20])([F:18])[F:19])=[CH:13][C:11]=3[N:12]=2)[CH:5]=[CH:4][N+:3]=1[O-:33]. Reported procedure: To a mixture of 0.40 g of 2-(2-chloropyridin-4-yl)-5-(trifluoromethyl)benzoxazole and 4 ml of chloroform, 0.53 g of 65% m-chloroperbenzoic acid was added while ice-cooling. The reaction mixture was stirred while ice-cooling for 30 minutes, then stirred at room temperature for three hours, and then stirred while heating at 50° C. for 1.5 hours. To the mixture, 0.53 g of 65% m-chloroperbenzoic acid and 2 ml of chloroform were added and stirred while heating at 60° C. for five hours. The reaction m...